Dataset: the Open Reaction Database (ORD), a public repository of structured organic reaction records. Task: describe an organic reaction: reactants, conditions, products, and yield Starting materials: COC1=CC=C(C=C1)CC(=O)Cl (4-methoxyphenylacetic acid chloride), CN (methylamine). Product: COC1=CC=C(C=C1)CC(=O)NC (2-(4-Methoxy-phenyl)-N-methyl-acetamide). Reaction SMILES: [CH3:1][O:2][C:3]1[CH:8]=[CH:7][C:6]([CH2:9][C:10](Cl)=[O:11])=[CH:5][CH:4]=1.[CH3:13][NH2:14]>>[CH3:1][O:2][C:3]1[CH:8]=[CH:7][C:6]([CH2:9][C:10]([NH:14][CH3:13])=[O:11])=[CH:5][CH:4]=1. Reported procedure: was prepared from 4-methoxyphenylacetic acid chloride and methylamine following Method B. 1H NMR (300 MHz, CDCl3) δ 7.14 (d, 2H, J=8.67 Hz), 6.86 (d, 2H, J=8.67 Hz), 3.78 (s, 3H), 3.49 (s, 2H), 2.72 (d, 3H, J=4.71 Hz). LCMS (ESI+) [M+H]/z Calc'd 180, found 180. Reactants: CN(C)c1ccccc1, Cc1c(O)c(C#N)c2ccnn2c1O, O=P(Cl)(Cl)Cl. Product: Cc1c(O)c(C#N)c2ccnn2c1Cl. RXN SMILES: [CH3:15][N:16]([c:17]1[cH:18][cH:19][cH:20][cH:21][cH:22]1)[CH3:23].[OH:1][c:2]1[c:3]([C:13]#[N:14])[c:4]2[n:5]([c:6]([OH:9])[c:7]1[CH3:8])[n:10][cH:11][cH:12]2.[P:24]([Cl:25])([Cl:26])([Cl:27])=[O:28]>>[OH:1][c:2]1[c:3]([C:13]#[N:14])[c:4]2[n:5]([c:6]([Cl:26])[c:7]1[CH3:8])[n:10][cH:11][cH:12]2. Reactants: CCCCCCCCOC(C)=O, CCCCCCCCO, C=COC(C)=O, Cc1ccccc1, C=COCCCCCCCC, [Na+], [Na+], O=C([O-])[O-]. Product: CCCCCCCCOC(C)OC(C)=O. Reaction SMILES: [C:33]([O:34][CH2:35][CH2:36][CH2:37][CH2:38][CH2:39][CH2:40][CH2:41][CH3:42])(=[O:43])[CH3:44].[CH2:7]([CH2:8][CH2:9][CH2:10][CH2:11][CH2:12][CH2:13][CH3:14])[OH:15].[CH3:16][C:17](=[O:18])[O:19][CH:20]=[CH2:21].[CH3:45][c:46]1[cH:47][cH:48][cH:49][cH:50][cH:51]1.[CH:22]([O:23][CH2:24][CH2:25][CH2:26][CH2:27][CH2:28][CH2:29][CH2:30][CH3:31])=[CH2:32].[Na+:1].[Na+:2].[O-:3][C:4](=[O:5])[O-:6]>>[CH2:7]([CH2:8][CH2:9][CH2:10][CH2:11][CH2:12][CH2:13][CH3:14])[O:15][CH:20]([O:19][C:17]([CH3:16])=[O:18])[CH3:21]. Yields the product O=C(Nc1nc2cccc(NC3CC3)n2n1)c1cccnc1. Starting materials: O=C(Nc1nc2cccc(Br)n2n1)c1cccnc1, NC1CC1, O. As a reaction SMILES: [Br:1][c:2]1[cH:3][cH:4][cH:5][c:6]2[n:7]1[n:8][c:9]([NH:11][C:12]([c:13]1[cH:14][n:15][cH:16][cH:17][cH:18]1)=[O:19])[n:10]2.[CH:20]1([NH2:23])[CH2:21][CH2:22]1.[OH2:24]>>[c:2]1([NH:23][CH:20]2[CH2:21][CH2:22]2)[cH:3][cH:4][cH:5][c:6]2[n:7]1[n:8][c:9]([NH:11][C:12]([c:13]1[cH:14][n:15][cH:16][cH:17][cH:18]1)=[O:19])[n:10]2. Starting materials: [Al+3], COc1ccc2cc(C(C)C#N)ccc2c1Br, ClCCl, [Cl-], [Cl-], [Cl-], Cl, Cc1cc(C)cc(C)c1. Product: COc1ccc2cc(C(C)C#N)ccc2c1. As a reaction SMILES: [Al+3:2].[Br:5][c:6]1[c:7]2[cH:8][cH:9][c:10]([CH:18]([C:19]#[N:20])[CH3:21])[cH:11][c:12]2[cH:13][cH:14][c:15]1[O:16][CH3:17].[CH2:23]([Cl:24])[Cl:25].[Cl-:1].[Cl-:3].[Cl-:4].[ClH:22].[c:26]1([CH3:27])[cH:28][c:29]([CH3:30])[cH:31][c:32]([CH3:33])[cH:34]1>>[cH:6]1[c:7]2[cH:8][cH:9][c:10]([CH:18]([C:19]#[N:20])[CH3:21])[cH:11][c:12]2[cH:13][cH:14][c:15]1[O:16][CH3:17]. The reactants are [H-].[Na+] (sodium hydride), IC (iodomethane), ClC=1C2=C(SC1C(=O)N(C1CCC(CC1)N(C(OC(C)(C)C)=O)C)CC=1C=C(C=CC1OC)C1=CC=C(C=C1)NS(=O)(=O)C)C(=CC=C2F)F (tert-Butyl {4-[(3-chloro-4,7-difluoro-benzo[b]thiophene-2-carbonyl)-(4′-methanesulfonylamino-4-methoxy-biphenyl-3-ylmethyl)-amino]-cyclohexyl}-methyl-carbamate), [H-].[Na+] (sodium hydride), IC (iodomethane). The solvent is O (water), C1CCOC1 (THF). Run at time 0.5 hour. Product: ClC=1C2=C(SC1C(=O)N(C1CCC(CC1)N(C(OC(C)(C)C)=O)C)CC=1C=C(C=CC1OC)C1=CC=C(C=C1)N(C)S(=O)(=O)C)C(=CC=C2F)F (tert-Butyl (4-{(3-chloro-4,7-difluoro-benzo[b]thiophene-2-carbonyl)-[4′-(methanesulfonyl-methyl-amino)-4-methoxy-biphenyl-3-ylmethyl]-amino}-cyclohexyl)-methyl-carbamate). As a reaction SMILES: [Cl:1][C:2]1[C:3]2[C:48]([F:49])=[CH:47][CH:46]=[C:45]([F:50])[C:4]=2[S:5][C:6]=1[C:7]([N:9]([CH2:25][C:26]1[CH:27]=[C:28]([C:34]2[CH:39]=[CH:38][C:37]([NH:40][S:41]([CH3:44])(=[O:43])=[O:42])=[CH:36][CH:35]=2)[CH:29]=[CH:30][C:31]=1[O:32][CH3:33])[CH:10]1[CH2:15][CH2:14][CH:13]([N:16]([CH3:24])[C:17](=[O:23])[O:18][C:19]([CH3:22])([CH3:21])[CH3:20])[CH2:12][CH2:11]1)=[O:8].[H-].[Na+].I[CH3:54]>C1COCC1.O>[Cl:1][C:2]1[C:3]2[C:48]([F:49])=[CH:47][CH:46]=[C:45]([F:50])[C:4]=2[S:5][C:6]=1[C:7]([N:9]([CH2:25][C:26]1[CH:27]=[C:28]([C:34]2[CH:35]=[CH:36][C:37]([N:40]([S:41]([CH3:44])(=[O:43])=[O:42])[CH3:54])=[CH:38][CH:39]=2)[CH:29]=[CH:30][C:31]=1[O:32][CH3:33])[CH:10]1[CH2:11][CH2:12][CH:13]([N:16]([CH3:24])[C:17](=[O:23])[O:18][C:19]([CH3:20])([CH3:22])[CH3:21])[CH2:14][CH2:15]1)=[O:8] |f:1.2|. Procedure details: A stirred solution of sulfonamide 203 (23 mg, 31 μmol) in THF (2 mL) is treated with sodium hydride (2 mg, 46 μmol, 60% dispersion in mineral oil) at 0° C. After warming to RT and stirring 0.5 h, iodomethane (10 μL, 0.15 mmol) is added via syringe and the reaction stirred 2 h. Analysis by LC/MS at this juncture revealed the reaction is only 40% complete. Hence more sodium hydride (6 mg, 0.15 mmol, 60% dispersion in mineral oil) is added, followed after 0.5 h by iodomethane (30 μL, 0.46 mmol). Af...